Dataset: the Open Reaction Database (ORD), a public repository of structured organic reaction records. Task: describe an organic reaction: reactants, conditions, products, and yield Reactants: CCNC(=O)C(Br)c1ccccc1, CCC(CC)NC(=O)c1ccc(N2CCNCC2)c(F)c1, [K+], [K+], O=C([O-])[O-], CN(C)C=O, O. Yields the product CCNC(=O)C(c1ccccc1)N1CCN(c2ccc(C(=O)NC(CC)CC)cc2F)CC1. As a reaction SMILES: [Br:22][CH:23]([C:24](=[O:25])[NH:26][CH2:27][CH3:28])[c:29]1[cH:30][cH:31][cH:32][cH:33][cH:34]1.[CH2:1]([CH3:2])[CH:3]([CH2:4][CH3:5])[NH:6][C:7]([c:8]1[cH:9][c:10]([F:20])[c:11]([N:14]2[CH2:15][CH2:16][NH:17][CH2:18][CH2:19]2)[cH:12][cH:13]1)=[O:21].[K+:35].[K+:36].[O-:37][C:38]([O-:39])=[O:40].[O:42]=[CH:43][N:44]([CH3:45])[CH3:46].[OH2:41]>>[CH2:1]([CH3:2])[CH:3]([CH2:4][CH3:5])[NH:6][C:7]([c:8]1[cH:9][c:10]([F:20])[c:11]([N:14]2[CH2:15][CH2:16][N:17]([CH:23]([C:24](=[O:25])[NH:26][CH2:27][CH3:28])[c:29]3[cH:30][cH:31][cH:32][cH:33][cH:34]3)[CH2:18][CH2:19]2)[cH:12][cH:13]1)=[O:21].